This data is from the Open Reaction Database (ORD), a public repository of structured organic reaction records. The task is: describe an organic reaction: reactants, conditions, products, and yield Starting materials: CCOCC, O=Cc1ccc(Cl)c(Cl)c1, ClCc1ccccc1, I, [Mg]. The product is OC(Cc1ccccc1)c1ccc(Cl)c(Cl)c1. Reaction SMILES: [CH2:21]([O:22][CH2:23][CH3:24])[CH3:25].[Cl:11][c:12]1[cH:13][c:14]([CH:15]=[O:16])[cH:17][cH:18][c:19]1[Cl:20].[Cl:3][CH2:4][c:5]1[cH:6][cH:7][cH:8][cH:9][cH:10]1.[I:2].[Mg:1]>>[CH2:4]([c:5]1[cH:6][cH:7][cH:8][cH:9][cH:10]1)[CH:15]([c:14]1[cH:13][c:12]([Cl:11])[c:19]([Cl:20])[cH:18][cH:17]1)[OH:16].